From a dataset of the Open Reaction Database (ORD), a public repository of structured organic reaction records. describe an organic reaction: reactants, conditions, products, and yield Starting materials: C1(CCCC1)CC(C(=O)N)C1=CC(=C(C=C1)Cl)Cl (3-cyclopentyl-2-(3,4-dichloro-phenyl)-propionamide), C(C)N=C=O (ethyl isocyanate). The solvent is C1(=CC=CC=C1)C (toluene). The product is C1(CCCC1)CC(C(=O)NC(=O)NCC)C1=CC(=C(C=C1)Cl)Cl (1-[3-cyclopentyl-2-(3,4-dichloro-phenyl)-propionyl]-3-ethyl-urea). The yield is 24.6%. Reaction SMILES: [CH:1]1([CH2:6][CH:7]([C:11]2[CH:16]=[CH:15][C:14]([Cl:17])=[C:13]([Cl:18])[CH:12]=2)[C:8]([NH2:10])=[O:9])[CH2:5][CH2:4][CH2:3][CH2:2]1.[CH2:19]([N:21]=[C:22]=[O:23])[CH3:20]>C1(C)C=CC=CC=1>[CH:1]1([CH2:6][CH:7]([C:11]2[CH:16]=[CH:15][C:14]([Cl:17])=[C:13]([Cl:18])[CH:12]=2)[C:8]([NH:10][C:22]([NH:21][CH2:19][CH3:20])=[O:23])=[O:9])[CH2:5][CH2:4][CH2:3][CH2:2]1. Reported procedure: A solution of 3-cyclopentyl-2-(3,4-dichloro-phenyl)-propionamide (98 mg, 0.33 mmol) in toluene (10 mL) was treated with ethyl isocyanate (0.03 mL, 0.42 mmol). The resulting solution was heated under reflux for 24 h. At this time, the reaction was concentrated in vacuo. Flash chromatography (Merck Silica gel 60, 230400 mesh, 90/10 hexanes/ethyl afforded 1-[3-cyclopentyl-2-(3,4-dichloro-phenyl)-propionyl]-3-ethyl-urea (29 mg, 26%) as a white foam: EI-HRMS m/e calcd for C17H22Cl2N2O2 (M+) 356.1058,... The reactants are CC(C)(C)N(C([O-])=O)C(C)(C)[C@@H]1CN(CC1)CCC1=C(C=NC2=CC=C(N=C12)OC)F (1,1-dimethylethyl[1-((3S)-1-{2-[3-fluoro-6-(methyloxy)-1,5-naphthyridin-4-yl]ethyl}-3-pyrrolidinyl)-1-methylethyl]carbamate), Cl (HCl). Run in C(Cl)Cl (DCM). Conditions: time 24 hour. Yields the product hydrochloride salt, FC=1C=NC2=CC=C(N=C2C1CCN1C[C@@H](CC1)C(C)(C)N)OC (2-((3R)-1-{2-[3-fluoro-6-(methyloxy)-1,5-naphthyridin-4-yl]ethyl}-3-pyrrolidinyl)-2-propanamine). Reaction SMILES: CC([N:5]([C:9]([C@H:12]1[CH2:16][CH2:15][N:14]([CH2:17][CH2:18][C:19]2[C:28]3[C:23](=[CH:24][CH:25]=[C:26]([O:29][CH3:30])[N:27]=3)[N:22]=[CH:21][C:20]=2[F:31])[CH2:13]1)([CH3:11])[CH3:10])C(=O)[O-])(C)C.Cl>C(Cl)Cl>[F:31][C:20]1[CH:21]=[N:22][C:23]2[C:28]([C:19]=1[CH2:18][CH2:17][N:14]1[CH2:15][CH2:16][C@@H:12]([C:9]([NH2:5])([CH3:11])[CH3:10])[CH2:13]1)=[N:27][C:26]([O:29][CH3:30])=[CH:25][CH:24]=2. Reported procedure: To a solution of 1,1-dimethylethyl[1-((3S)-1-{2-[3-fluoro-6-(methyloxy)-1,5-naphthyridin-4-yl]ethyl}-3-pyrrolidinyl)-1-methylethyl]carbamate (0.46 g, 1.06 mmol) in DCM (10 mL) at 25° C. was added dropwise an HCl solution (4.22 mL, 4.24 mmol, 1M HCl in dioxane). After 24 h, the solution was concentrated to afford the hydrochloride salt of the title compound as an off-white residue (0.43 g, quantit.), which was used without further purification: LC/MS (ES) m/e 333 (M+H)+.